From a dataset of the Open Reaction Database (ORD), a public repository of structured organic reaction records. describe an organic reaction: reactants, conditions, products, and yield Starting materials: BrC1=C(N(N=C1)C)C=1C=C(C=CC1OCC)N (3-(4-Bromo-2-methyl-2H-pyrazol-3-yl)-4-ethoxy-phenylamine), ClC1=CC=C(C=C1)N=C=O (4-chlorophenyl isocyanate). Run in C(Cl)Cl (CH2Cl2). Yields the product BrC1=C(N(N=C1)C)C=1C=C(C=CC1OCC)NC(=O)NC1=CC=C(C=C1)Cl (1-[3-(4-Bromo-2-methyl-2H-pyrazol-3-yl)-4-ethoxy-phenyl]-3-(4Chloro-phenyl)-urea). Yield: 61.5%. RXN SMILES: [Br:1][C:2]1[CH:6]=[N:5][N:4]([CH3:7])[C:3]=1[C:8]1[CH:9]=[C:10]([NH2:17])[CH:11]=[CH:12][C:13]=1[O:14][CH2:15][CH3:16].[Cl:18][C:19]1[CH:24]=[CH:23][C:22]([N:25]=[C:26]=[O:27])=[CH:21][CH:20]=1>C(Cl)Cl>[Br:1][C:2]1[CH:6]=[N:5][N:4]([CH3:7])[C:3]=1[C:8]1[CH:9]=[C:10]([NH:17][C:26]([NH:25][C:22]2[CH:23]=[CH:24][C:19]([Cl:18])=[CH:20][CH:21]=2)=[O:27])[CH:11]=[CH:12][C:13]=1[O:14][CH2:15][CH3:16]. Procedure details: 3-(4-Bromo-2-methyl-2H-pyrazol-3-yl)-4-ethoxy-phenylamine (0.040 g, 0.13 mmol) was treated with 4-chlorophenyl isocyanate (0.023 g, 0.15 mmol, 1.1 equiv.) in CH2Cl2 (1 mL), in a similar manner as described in Example 1.2 to afford Compound 67 (0.034 g, 0.08 mmol, 56%) as a white solid. LCMS m/z (%)=449 (M+H79Br35Cl, 72), 451 (M+H81Br35Cl, 100), 453 (M+H81Br37Cl, 26). 1H NMR (400 MHz, acetone-d6) δ: 8.22 (s, 1H), 8.14 (s, 1H), 7.66 (dd, J=2.7, 9.0 Hz, 1H), 7.56 (d, J=8.8 Hz, 2H), 7.49 (s, 1H), 7.... Starting materials: CN1CCCNCC1, CS(C)=O, N#Cc1ccc(-c2ccc(F)cc2)[nH]c1=O. Product: CN1CCCN(c2ccc(-c3ccc(C#N)c(=O)[nH]3)cc2)CC1. RXN SMILES: [CH3:17][N:18]1[CH2:19][CH2:20][NH:21][CH2:22][CH2:23][CH2:24]1.[CH3:25][S:26](=[O:27])[CH3:28].[F:1][c:2]1[cH:3][cH:4][c:5](-[c:8]2[nH:9][c:10](=[O:16])[c:11]([C:12]#[N:13])[cH:14][cH:15]2)[cH:6][cH:7]1>>[c:2]1([N:21]2[CH2:20][CH2:19][N:18]([CH3:17])[CH2:24][CH2:23][CH2:22]2)[cH:3][cH:4][c:5](-[c:8]2[nH:9][c:10](=[O:16])[c:11]([C:12]#[N:13])[cH:14][cH:15]2)[cH:6][cH:7]1. Starting materials: C(C)(C)(C)OC(=O)NC1(CCC1)C1CC(NC1)=O (4-(1-tert-butoxycarbonylaminocyclobutyl)-2-pyrrolidone), [H-].[Na+] (sodium hydride), C(C1=CC=CC=C1)Br (benzyl bromide), [H-].[Na+] (sodium hydride), C(C1=CC=CC=C1)Br (benzyl bromide). Run in CN(C=O)C (N,N-dimethylformamide). Reaction conditions: time 30 minute. Product: C(C1=CC=CC=C1)N1C(CC(C1)C1(CCC1)NC(=O)OC(C)(C)C)=O (1-Benzyl-4-(1-tert-butoxycarbonylaminocyclobutyl)-2-pyrrolidone). Yield: 28.0%. RXN SMILES: [C:1]([O:5][C:6]([NH:8][C:9]1([CH:13]2[CH2:17][NH:16][C:15](=[O:18])[CH2:14]2)[CH2:12][CH2:11][CH2:10]1)=[O:7])([CH3:4])([CH3:3])[CH3:2].[H-].[Na+].[CH2:21](Br)[C:22]1[CH:27]=[CH:26][CH:25]=[CH:24][CH:23]=1>CN(C)C=O>[CH2:21]([N:16]1[CH2:17][CH:13]([C:9]2([NH:8][C:6]([O:5][C:1]([CH3:4])([CH3:2])[CH3:3])=[O:7])[CH2:12][CH2:11][CH2:10]2)[CH2:14][C:15]1=[O:18])[C:22]1[CH:27]=[CH:26][CH:25]=[CH:24][CH:23]=1 |f:1.2|. Reported procedure: A 15.13 g (59.5 mmol) portion of 4-(1-tert-butoxycarbonylaminocyclobutyl)-2-pyrrolidone was dissolved in 30.0 ml of N,N-dimethylformamide, cooled in an ice bath, mixed with 2.62 g (65.44 mmol) of sodium hydride (60% oil suspension) and then stirred at room temperature for 30 minutes. This was mixed with 7.78 ml (65.44 mmol) of benzyl bromide and stirred overnight at room temperature. Since the starting material partially remained, 1.19 g (29.74 mmol) of sodium hydride and 3.54 ml (29.74 mmol) of... Starting materials: O=C([O-])[O-], OCCNCc1ccccc1, CN(C)C=O, ClCc1ccc(Cl)c(Cl)c1, Cl, [K+], [K+]. The product is OCCN(Cc1ccccc1)Cc1ccc(Cl)c(Cl)c1. Reaction SMILES: [C:22](=[O:23])([O-:24])[O-:25].[CH2:11]([c:12]1[cH:13][cH:14][cH:15][cH:16][cH:17]1)[NH:18][CH2:19][CH2:20][OH:21].[CH3:29][N:30]([CH3:31])[CH:32]=[O:33].[Cl:1][c:2]1[cH:3][c:4]([CH2:5][Cl:6])[cH:7][cH:8][c:9]1[Cl:10].[ClH:28].[K+:26].[K+:27]>>[Cl:1][c:2]1[cH:3][c:4]([CH2:5][N:18]([CH2:11][c:12]2[cH:13][cH:14][cH:15][cH:16][cH:17]2)[CH2:19][CH2:20][OH:21])[cH:7][cH:8][c:9]1[Cl:10]. Starting materials: C(C)(C)(C)OC(=O)NCCN1N=C(C=C1)\C=C\1/CN(CCC1=O)C(C1=CC=CC=C1)(C1=CC=CC=C1)C1=CC=CC=C1 ((E)-3-({1-[2-(t-butoxycarbonylamino)ethyl]-1H-pyrazol-3-yl}methylidene)-1-(triphenylmethyl)piperidin-4-one), ClCCl (dichloromethane), CO (methanol), [BH4-].[Na+] (sodium borohydride). Solvent: O (water). Conditions: temperature 0 celsius, time 30 minute. Yields the product C(C)(C)(C)OC(=O)NCCN1N=C(C=C1)\C=C\1/CN(CCC1O)C(C1=CC=CC=C1)(C1=CC=CC=C1)C1=CC=CC=C1 ((E)-3-({1-[2-(t-Butoxycarbonylamino)ethyl]-1H-pyrazol-3-yl}methylidene)-1-(triphenylmethyl)piperidin-4-ol). The yield is 83.2%. RXN SMILES: [C:1]([O:5][C:6]([NH:8][CH2:9][CH2:10][N:11]1[CH:15]=[CH:14][C:13](/[CH:16]=[C:17]2\[CH2:18][N:19]([C:24]([C:37]3[CH:42]=[CH:41][CH:40]=[CH:39][CH:38]=3)([C:31]3[CH:36]=[CH:35][CH:34]=[CH:33][CH:32]=3)[C:25]3[CH:30]=[CH:29][CH:28]=[CH:27][CH:26]=3)[CH2:20][CH2:21][C:22]\2=[O:23])=[N:12]1)=[O:7])([CH3:4])([CH3:3])[CH3:2].ClCCl.CO.[BH4-].[Na+]>O>[C:1]([O:5][C:6]([NH:8][CH2:9][CH2:10][N:11]1[CH:15]=[CH:14][C:13](/[CH:16]=[C:17]2\[CH2:18][N:19]([C:24]([C:31]3[CH:32]=[CH:33][CH:34]=[CH:35][CH:36]=3)([C:37]3[CH:38]=[CH:39][CH:40]=[CH:41][CH:42]=3)[C:25]3[CH:26]=[CH:27][CH:28]=[CH:29][CH:30]=3)[CH2:20][CH2:21][CH:22]\2[OH:23])=[N:12]1)=[O:7])([CH3:4])([CH3:2])[CH3:3] |f:3.4|. Procedure: To a solution of (E)-3-({1-[2-(t-butoxycarbonylamino)ethyl]-1H-pyrazol-3-yl}methylidene)-1-(triphenylmethyl)piperidin-4-one (6.41 g) in a mixed solvent of dichloromethane (40 ml) and methanol (40 ml) was added sodium borohydride (436 mg) at 0° C. After the resulting mixture was stirred at 0° C. for 30 minutes, water was added to the mixture to stop the reaction and the product was extracted with ethyl acetate. The organic layer was washed with water and saturated aqueous sodium chloride successi... The product is COC(=O)c1sc(-c2cccc(N(CC3CCCCC3)C(=O)c3ccccc3)c2)c(Br)c1OCC(=O)OC(C)(C)C. Starting materials: O=C(Cl)c1ccccc1, COC(=O)c1sc(-c2cccc(NCC3CCCCC3)c2)c(Br)c1OCC(=O)OC(C)(C)C. Reaction SMILES: [C:1]([c:2]1[cH:3][cH:4][cH:5][cH:6][cH:7]1)(=[O:8])[Cl:9].[CH3:10][O:11][C:12](=[O:13])[c:14]1[s:15][c:16](-[c:29]2[cH:30][c:31]([NH:35][CH2:36][CH:37]3[CH2:38][CH2:39][CH2:40][CH2:41][CH2:42]3)[cH:32][cH:33][cH:34]2)[c:17]([Br:28])[c:18]1[O:19][CH2:20][C:21](=[O:22])[O:23][C:24]([CH3:25])([CH3:26])[CH3:27]>>[C:1]([c:2]1[cH:3][cH:4][cH:5][cH:6][cH:7]1)(=[O:8])[N:35]([c:31]1[cH:30][c:29](-[c:16]2[s:15][c:14]([C:12]([O:11][CH3:10])=[O:13])[c:18]([O:19][CH2:20][C:21](=[O:22])[O:23][C:24]([CH3:25])([CH3:26])[CH3:27])[c:17]2[Br:28])[cH:34][cH:33][cH:32]1)[CH2:36][CH:37]1[CH2:38][CH2:39][CH2:40][CH2:41][CH2:42]1. Reactants: C(C1=CN=CC=C1)(=O)[O-].[Na+] (sodium nicotinate), O (water). Conditions: temperature 30 celsius, time 7 hour. Product: OC1=NC=C(C(=O)O)C=C1 (6-hydroxynicotinic acid). Reaction SMILES: [C:1]([O-:9])(=[O:8])[C:2]1[CH:7]=[CH:6][CH:5]=[N:4][CH:3]=1.[Na+].[OH2:11]>>[OH:11][C:5]1[CH:6]=[CH:7][C:2]([C:1]([OH:9])=[O:8])=[CH:3][N:4]=1 |f:0.1|. Procedure: A 3-liter reaction vessel was filled with 2250 ml of 5 percent sodium nicotinate solution (pH 6.5) and was heated to 30° C. A suspension of Achromobacter xylosoxydans DSM 2783 cells in 120 ml of water was added and the reaction mixture was aerated intensively while stirring it well. The pH, the temperature and the oxygen concentration in the reaction mixture were measured and regulated continuously. After 7 hours, the concentration of the dissolved oxygen rose. At this point, the reaction was co... Reactants: Cl (HCl), COC(=O)C=1C=C(C=C(C1)C(N[C@H](CO)C)=O)C1=CC=C(C=C1)C ((S)-methyl5-(1-hydroxypropan-2-ylcarbamoyl)-4′-methylbiphenyl-3-carboxylate), [OH-].[Li+] (lithium hydroxide), C1CCOC1 (THF). The solvent is O (water), O (water). Run at time 12 hour. Yields the product OC[C@H](C)NC(=O)C=1C=C(C=C(C1)C1=CC=C(C=C1)C)C(=O)O ((S)-5-(1-Hydroxypropan-2-ylcarbamoyl)-4′-methylbiphenyl-3-carboxylic acid). Reaction SMILES: C[O:2][C:3]([C:5]1[CH:6]=[C:7]([C:18]2[CH:23]=[CH:22][C:21]([CH3:24])=[CH:20][CH:19]=2)[CH:8]=[C:9]([C:11](=[O:17])[NH:12][C@@H:13]([CH3:16])[CH2:14][OH:15])[CH:10]=1)=[O:4].[OH-].[Li+].C1COCC1.Cl>O>[OH:15][CH2:14][C@@H:13]([NH:12][C:11]([C:9]1[CH:10]=[C:5]([C:3]([OH:4])=[O:2])[CH:6]=[C:7]([C:18]2[CH:23]=[CH:22][C:21]([CH3:24])=[CH:20][CH:19]=2)[CH:8]=1)=[O:17])[CH3:16] |f:1.2|. Reported procedure: A mixture of (S)-methyl5-(1-hydroxypropan-2-ylcarbamoyl)-4′-methylbiphenyl-3-carboxylate (105 mg, 0.321 mmol), lithium hydroxide (9.98 mg, 0.417 mmol), THF (3 mL), and water (1 mL) was stirred at room temperature for 12 h. LC-MS indicated completion of the reaction. The reaction mixture was diluted with water (5 mL) and acidified with 1N aq. HCl to pH=3 and extracted with EtOAc (50 mL×3). The combined organic layers were washed with brine, dried (Na2SO4), and concentrated to yield a white solid....